This data is from the Open Reaction Database (ORD), a public repository of structured organic reaction records. The task is: describe an organic reaction: reactants, conditions, products, and yield Run in CN(C=O)C (N,N-dimethylformamide). Reaction SMILES: [OH:1][C:2]1[CH:11]=[C:10]2[C:5]([C:6]([O:12][C:13]3[C:14]([CH3:23])=[N:15][C:16]4[C:21]([CH:22]=3)=[CH:20][CH:19]=[CH:18][N:17]=4)=[CH:7][CH:8]=[N:9]2)=[CH:4][C:3]=1[O:24][CH3:25].C(=O)([O-])[O-].[K+].[K+].Br[CH2:33][CH2:34][CH2:35][CH2:36][OH:37]>CN(C)C=O>[CH3:25][O:24][C:3]1[CH:4]=[C:5]2[C:10](=[CH:11][C:2]=1[O:1][CH2:33][CH2:34][CH2:35][CH2:36][OH:37])[N:9]=[CH:8][CH:7]=[C:6]2[O:12][C:13]1[C:14]([CH3:23])=[N:15][C:16]2[C:21]([CH:22]=1)=[CH:20][CH:19]=[CH:18][N:17]=2 |f:1.2.3|. Isolated yield 34.7%. Conditions: time 8 hour. Product: COC=1C=C2C(=CC=NC2=CC1OCCCCO)OC=1C(=NC2=NC=CC=C2C1)C (4-[6-Methoxy-4-(2-methyl-[1,8]naphthyridin-3-yloxy)-quinolin-7-yloxy]-butan-1-ol). Reported procedure: 3-[7-Hydroxy-6-methoxy-quinolin-4-yloxy]-2-methyl-[1,8]naphthyridine (45 mg) was dissolved in N,N-dimethylformamide (2 ml) to prepare a solution. Potassium carbonate (56 mg) and 4-bromo-1-butanol (62 mg) were added to the solution, and the mixture was stirred at room temperature overnight. The solvent was removed by distillation under the reduced pressure. Water was then added to the residue, and the mixture was extracted with chloroform. The chloroform layer was washed with saturated brine and ... Starting materials: C([O-])([O-])=O.[K+].[K+] (Potassium carbonate), BrCCCCO (4-bromo-1-butanol), OC1=C(C=C2C(=CC=NC2=C1)OC=1C(=NC2=NC=CC=C2C1)C)OC (3-[7-Hydroxy-6-methoxy-quinolin-4-yloxy]-2-methyl-[1,8]naphthyridine). The reactants are CCCCCCCCCC (decane), CCCCCCC=C (octene-1), CC(=CCCCC=C)C (7-methyl-1,6-octadiene), C(C(C)C)[Al](CC(C)C)CC(C)C (triisobutylaluminum), C[Si](OCC)(C)C (trimethylethoxysilane), [H][H] (hydrogen). Reagents/catalysts: [Ti] (titanium). The solvent is CO (methanol), C(C(C)C)O (isobutyl alcohol). The product is CCCCCCC=C.CC(=CCCCC=C)C (octene-1 7-methyl-1,6-octadiene). As a reaction SMILES: [CH3:1][CH2:2][CH2:3][CH2:4][CH2:5][CH2:6][CH2:7][CH2:8]CC.CCCCCCC=C.[CH3:19][C:20]([CH3:27])=[CH:21][CH2:22][CH2:23][CH2:24][CH:25]=[CH2:26].[H][H].C([Al](CC(C)C)CC(C)C)C(C)C.C[Si](C)(C)OCC>[Ti].CO.C(O)C(C)C>[CH3:8][CH2:7][CH2:6][CH2:5][CH2:4][CH2:3][CH:2]=[CH2:1].[CH3:19][C:20]([CH3:27])=[CH:21][CH2:22][CH2:23][CH2:24][CH:25]=[CH2:26] |f:9.10|. Procedure details: A 500 ml polymerizer equipped with an agitating element was charged with 142 ml of decane, 100 ml of octene-1 and 8 ml of 7-methyl-1,6-octadiene. Into this solution elevated in temperature to 50° C. were introduced continuously hydrogen and nitrogen at rates of 1 liter and 50 liters per hour, respectively. The polymerizer was then charged with 0.625 mmol of triisobutylaluminum, 0.21 mmol of trimethylethoxysilane and 0.0125 mmol, in terms of titanium atom, of the solid titanium catalyst component... Procedure details: Bis-trimethylsilyl-5-fluorouracil prepared from 5-fluorouracil (10 g) as in Example 1 was reacted with 2-(4-methoxyphenyl)-1,3-dioxolan prepared from p-methoxybenzaldehyde and ethylene glycol, and treated as in Example 8 to give 6.5 g of crystalline 1-[α-(2-hydroxyethoxy)-4-methoxybenzyl]-5-fluorouracil. Run in C(CO)O (ethylene glycol). As a reaction SMILES: C[Si]([C:5]1[NH:10][C:9](=[O:11])[N:8]([Si](C)(C)C)[C:7](=[O:16])[C:6]=1[F:17])(C)C.FC1C(=O)NC(=O)NC=1.[CH3:27][O:28][C:29]1[CH:34]=[CH:33][C:32]([CH:35]2[O:39][CH2:38][CH2:37][O:36]2)=[CH:31][CH:30]=1.COC1C=CC(C=O)=CC=1>C(O)CO>[OH:39][CH2:38][CH2:37][O:36][CH:35]([N:10]1[CH:5]=[C:6]([F:17])[C:7](=[O:16])[NH:8][C:9]1=[O:11])[C:32]1[CH:31]=[CH:30][C:29]([O:28][CH3:27])=[CH:34][CH:33]=1. Reactants: C[Si](C)(C)C1=C(C(N(C(N1)=O)[Si](C)(C)C)=O)F (Bis-trimethylsilyl-5-fluorouracil), FC=1C(NC(NC1)=O)=O (5-fluorouracil), COC1=CC=C(C=O)C=C1 (p-methoxybenzaldehyde), COC1=CC=C(C=C1)C1OCCO1 (2-(4-methoxyphenyl)-1,3-dioxolan). The product is OCCOC(C1=CC=C(C=C1)OC)N1C(=O)NC(=O)C(=C1)F (1-[α-(2-hydroxyethoxy)-4-methoxybenzyl]-5-fluorouracil). Reactants: CC(=O)OC(C)=O, O=C(Cc1ccc(Cl)cc1Cl)c1ccc(=O)[nH]c1, ClCCl. The product is C=C(C(=O)c1ccc(=O)[nH]c1)c1ccc(Cl)cc1Cl. Reaction SMILES: [C:19]([O:20][C:21](=[O:22])[CH3:23])(=[O:24])[CH3:25].[Cl:1][c:2]1[c:3]([CH2:9][C:10](=[O:11])[c:12]2[cH:13][cH:14][c:15](=[O:18])[nH:16][cH:17]2)[cH:4][cH:5][c:6]([Cl:8])[cH:7]1.[Cl:26][CH2:27][Cl:28]>>[Cl:1][c:2]1[c:3]([C:9]([C:10](=[O:11])[c:12]2[cH:13][cH:14][c:15](=[O:18])[nH:16][cH:17]2)=[CH2:19])[cH:4][cH:5][c:6]([Cl:8])[cH:7]1. Reactants: NC1=C(C(N(C(N1)=O)CCC)=O)NC(=O)C=1C=NN(C1)CC1=CC=CC=C1 (1-benzyl-1H-pyrazole-4-carboxylicacid(6-amino-2,4-dioxo-3-propyl-1,2,3,4-tetrahydro-pyrimidin-5-yl)-amide), O=P(Cl)(Cl)Cl (POCl3). Solvent: CN(C)C=O (DMF). Conditions: temperature 127.5 celsius. Yields the product C(C1=CC=CC=C1)N1N=CC(=C1)C1=NC=2N=C(N(C(C2N1)=O)CCC)Cl (8-(1-Benzyl-1H-pyrazol-4-yl)-2-chloro-1-propyl-1,7-dihydro-purin-6-one). Isolated yield 8.0%. RXN SMILES: [NH2:1][C:2]1[NH:7][C:6](=O)[N:5]([CH2:9][CH2:10][CH3:11])[C:4](=[O:12])[C:3]=1[NH:13][C:14]([C:16]1[CH:17]=[N:18][N:19]([CH2:21][C:22]2[CH:27]=[CH:26][CH:25]=[CH:24][CH:23]=2)[CH:20]=1)=O.O=P(Cl)(Cl)[Cl:30]>CN(C=O)C>[CH2:21]([N:19]1[CH:20]=[C:16]([C:14]2[NH:13][C:3]3[C:4](=[O:12])[N:5]([CH2:9][CH2:10][CH3:11])[C:6]([Cl:30])=[N:7][C:2]=3[N:1]=2)[CH:17]=[N:18]1)[C:22]1[CH:27]=[CH:26][CH:25]=[CH:24][CH:23]=1. Reported procedure: A mixture of 1-benzyl-1H-pyrazole-4-carboxylicacid(6-amino-2,4-dioxo-3-propyl-1,2,3,4-tetrahydro-pyrimidin-5-yl)-amide (0.5 g, 13.5 mmol), POCl3 (10 ml) and DMF (0.1 ml) were heated at 125-130° C. for 20 hours. Reaction mixture was cooled to 20-25° C. It was then concentrated under vacuum. The residue was triturated with diethyl ether, dried. The crude product was purified by column chromatography using silica gel (100-200 mesh) and 2 to 4% methanol in DCM as an eluent to obtain 8-(1-Benzyl-1H-p... Starting materials: C(C)C1=CC=C(S1)C=O (5-ethyl-2-thiophenecarboxaldehyde), ClN1C(CCC1=O)=O (N-chlorosuccinimide), O (water), ClN1C(CCC1=O)=O (N-chlorosuccinimide). The solvent is CN(C=O)C (N,N-dimethylformamide). Reaction conditions: time 2 hour. Yields the product ClC=1C=C(SC1CC)C=O (4-chloro-5-ethyl-2-thiophenecarboxaldehyde). Yield: 41.5%. Reaction SMILES: [CH2:1]([C:3]1[S:7][C:6]([CH:8]=[O:9])=[CH:5][CH:4]=1)[CH3:2].[Cl:10]N1C(=O)CCC1=O.O>CN(C)C=O>[Cl:10][C:4]1[CH:5]=[C:6]([CH:8]=[O:9])[S:7][C:3]=1[CH2:1][CH3:2]. Procedure details: To a solution of 5-ethyl-2-thiophenecarboxaldehyde (6.0 g) in N,N-dimethylformamide (60 ml) was added N-chlorosuccinimide (8.57 g), and the mixture was stirred at room temperature for 2 hours, and subsequently stirred under heating at 60° C. for 2 hours. N-chlorosuccinimide (4.00 g) was further added thereto, and the mixture was further stirred under heating at 60° C. for 2 hours. The reaction mixture was poured into water, and the mixture was extracted with ethyl acetate, washed with brine, and... Starting materials: C1CCOC1, O=C(NC(Cc1ccc2nc(-c3c(Cl)cccc3Cl)ccc2c1)C(=O)O)c1c(Cl)cccc1Cl, CCOC(=O)Cl, N. Product: NC(=O)C(Cc1ccc2nc(-c3c(Cl)cccc3Cl)ccc2c1)NC(=O)c1c(Cl)cccc1Cl. RXN SMILES: [CH2:42]1[O:43][CH2:44][CH2:45][CH2:46]1.[Cl:1][c:2]1[c:3]([C:4](=[O:5])[NH:6][CH:7]([C:8](=[O:9])[OH:10])[CH2:11][c:12]2[cH:13][c:14]3[cH:15][cH:16][c:17](-[c:22]4[c:23]([Cl:29])[cH:24][cH:25][cH:26][c:27]4[Cl:28])[n:18][c:19]3[cH:20][cH:21]2)[c:30]([Cl:34])[cH:31][cH:32][cH:33]1.[Cl:35][C:36]([O:37][CH2:38][CH3:39])=[O:40].[NH3:41]>>[Cl:1][c:2]1[c:3]([C:4](=[O:5])[NH:6][CH:7]([C:8](=[O:9])[NH2:41])[CH2:11][c:12]2[cH:13][c:14]3[cH:15][cH:16][c:17](-[c:22]4[c:23]([Cl:29])[cH:24][cH:25][cH:26][c:27]4[Cl:28])[n:18][c:19]3[cH:20][cH:21]2)[c:30]([Cl:34])[cH:31][cH:32][cH:33]1. Reactants: [Na] (sodium), C(#N)CC(=O)N (cyanacetamide), [Na] (sodium), CN(C=C(C(C)=O)C1=CC=C(C=C1)C#N)C (4-dimethylamino-3-(4-cyanophenyl)-3-buten-2-one). Solvent: C(C)O (ethanol). Run at time 5 hour. The product is C(#N)C1=CC=C(C=C1)C=1C=C(C(NC1C)=O)C#N (5-(4-cyanophenyl)-1,2-dihydro-6-methyl-2-oxopyridine-3-carbonitrile). As a reaction SMILES: [C:1]([CH2:3][C:4]([NH2:6])=[O:5])#[N:2].[Na].CN(C)[CH:10]=[C:11]([C:15]1[CH:20]=[CH:19][C:18]([C:21]#[N:22])=[CH:17][CH:16]=1)[C:12](=O)[CH3:13]>C(O)C>[C:21]([C:18]1[CH:19]=[CH:20][C:15]([C:11]2[CH:10]=[C:3]([C:1]#[N:2])[C:4](=[O:5])[NH:6][C:12]=2[CH3:13])=[CH:16][CH:17]=1)#[N:22] |^1:6|. Procedure: 6.2 g of cyanacetamide are added to a freshly prepared solution of 1.14 g sodium in 200 ml of absolute ethanol. 10.6 g 4-dimethylamino-3-(4-cyanophenyl)-3-buten-2-one are added and the solution is stirred 5 hours at boiling temperature, whereby the sodium salt of the title compound soon begins to crystallize out. The mixture is allowed to cool, the crystalline product is filtered and washed with ethanol and ether (m.p. of the sodium salt>300°) (m.p. of the free form>300°). Reactants: ClCCCBr, [Li]Cc1ccncc1. Product: ClCCCCc1ccncc1. Reaction SMILES: [Br:9][CH2:10][CH2:11][CH2:12][Cl:13].[cH:1]1[cH:2][c:3]([CH2:7][Li:8])[cH:4][cH:5][n:6]1>>[cH:1]1[cH:2][c:3]([CH2:7][CH2:10][CH2:11][CH2:12][Cl:13])[cH:4][cH:5][n:6]1. Starting materials: C(C)(=O)[O-].[Na+] (sodium acetate), FC(C1=NOC(=C1)N)(F)F (3-trifluoromethyl-5-aminoisoxazole), ice water, ClCl (chlorine), C(Cl)(Cl)(Cl)Cl (carbon tetrachloride), [OH-].[Na+] (sodium hydroxide). Solvent: C(C)(=O)O (Acetic acid). Yields the product FC(C1=NOC(=C1Cl)N)(F)F (3-Trifluoromethyl-4-chloro-5-aminoisoxazole). Isolated yield 61.3%. RXN SMILES: C([O-])(=O)C.[Na+].[F:6][C:7]([F:15])([F:14])[C:8]1[CH:12]=[C:11]([NH2:13])[O:10][N:9]=1.ClCl.C(Cl)(Cl)(Cl)[Cl:19].[OH-].[Na+]>C(O)(=O)C>[F:6][C:7]([F:15])([F:14])[C:8]1[C:12]([Cl:19])=[C:11]([NH2:13])[O:10][N:9]=1 |f:0.1,5.6|. Procedure: Acetic acid (7 ml) and anhydrous sodium acetate (0.57 g, 7.00 mmole) were added to 3-trifluoromethyl-5-aminoisoxazole (1.06 g, 7.00 mmole) with stirring at room temperature and a solution of chlorine in carbon tetrachloride (8.5 ml, 1 mole/1, 8.40 mmole) was then added dropwise to the mixture. After stirring for 1 hour at room temperature, the reaction mixture was poured into ice-water (70 ml) and it was adjusted to pH 10 with a solution of sodium hydroxide. It was extracted with methylene chlor...